From a dataset of the Open Reaction Database (ORD), a public repository of structured organic reaction records. describe an organic reaction: reactants, conditions, products, and yield Reaction SMILES: [C:1]([O:5][C:6]([NH:8][C@H:9]1[CH2:14][CH2:13][CH2:12][CH2:11][C@@H:10]1OS(C)(=O)=O)=[O:7])([CH3:4])([CH3:3])[CH3:2].[N-:20]=[N+:21]=[N-:22].[Na+].C(OCC)C.O>CN(C)C=O>[N:20]([C@@H:10]1[CH2:11][CH2:12][CH2:13][CH2:14][C@@H:9]1[NH:8][C:6]([O:5][C:1]([CH3:4])([CH3:3])[CH3:2])=[O:7])=[N+:21]=[N-:22] |f:1.2|. Conditions: temperature 60 celsius, time 2 hour. The reactants are O (water), C(C)(C)(C)OC(=O)N[C@@H]1[C@H](CCCC1)OS(=O)(=O)C ((1S,2S)-1-(tert-Butoxycarbonylamino)-2-methane-sulfonyloxycyclohexane), C(C)OCC (diethyl ether), [N-]=[N+]=[N-].[Na+] (sodium azide). Procedure: (1S,2S)-1-(tert-Butoxycarbonylamino)-2-methane-sulfonyloxycyclohexane (475 mg) was dissolved in N,N-dimethylformamide (6 ml), sodium azide (156 mg) was added, and the mixture was stirred for 2 hours at 60° C. and then for 24 hours at 80° C. After diethyl ether was added to the reaction mixture to conduct water washing twice, the resultant organic layer was dried over anhydrous sodium sulfate. The solvent was distilled off under reduced pressure, and the residue was purified by column chromatogra... Product: N(=[N+]=[N-])[C@H]1[C@H](CCCC1)NC(=O)OC(C)(C)C ((1R,2S)-1-Azido-2-(tert-butoxycarbonylamino)cyclohexane). Isolated yield 47.3%. Solvent: CN(C=O)C (N,N-dimethylformamide). The reactants are CC(C)O, O=c1[nH]c2ccc(CCCCCl)cc2o1, [I-], [Na+], [Na+], [Na+], O=C([O-])[O-], c1ccc2c(N3CCNCC3)cccc2c1. Yields the product O=c1[nH]c2ccc(CCCCN3CCN(c4cccc5ccccc45)CC3)cc2o1, Cl. Reaction SMILES: [CH:40]([OH:41])([CH3:42])[CH3:43].[Cl:1][CH2:2][CH2:3][CH2:4][CH2:5][c:6]1[cH:7][c:8]2[c:9]([nH:10][c:11](=[O:13])[o:12]2)[cH:14][cH:15]1.[I-:39].[Na+:32].[Na+:33].[Na+:38].[O-:34][C:35](=[O:36])[O-:37].[c:16]1([N:26]2[CH2:27][CH2:28][NH:29][CH2:30][CH2:31]2)[cH:17][cH:18][cH:19][c:20]2[cH:21][cH:22][cH:23][cH:24][c:25]12>>[CH2:2]([CH2:3][CH2:4][CH2:5][c:6]1[cH:7][c:8]2[c:9]([nH:10][c:11](=[O:13])[o:12]2)[cH:14][cH:15]1)[N:29]1[CH2:28][CH2:27][N:26]([c:16]2[cH:17][cH:18][cH:19][c:20]3[cH:21][cH:22][cH:23][cH:24][c:25]23)[CH2:31][CH2:30]1.[ClH:1]. Reactants: CCN(C(C)C)C(C)C, ClCCl, FC(F)(F)c1ccc(C2NCCc3ccccc32)cc1, O=C(Cl)Cc1ccc(F)cc1. Product: O=C(Cc1ccc(F)cc1)N1CCc2ccccc2C1c1ccc(C(F)(F)F)cc1. RXN SMILES: [CH:21]([N:22]([CH2:23][CH3:24])[CH:25]([CH3:26])[CH3:27])([CH3:28])[CH3:29].[Cl:41][CH2:42][Cl:43].[F:1][C:2]([c:3]1[cH:4][cH:5][c:6]([CH:9]2[NH:10][CH2:11][CH2:12][c:13]3[cH:14][cH:15][cH:16][cH:17][c:18]32)[cH:7][cH:8]1)([F:19])[F:20].[F:30][c:31]1[cH:32][cH:33][c:34]([CH2:37][C:38](=[O:39])[Cl:40])[cH:35][cH:36]1>>[F:1][C:2]([c:3]1[cH:4][cH:5][c:6]([CH:9]2[N:10]([C:38]([CH2:37][c:34]3[cH:33][cH:32][c:31]([F:30])[cH:36][cH:35]3)=[O:39])[CH2:11][CH2:12][c:13]3[cH:14][cH:15][cH:16][cH:17][c:18]32)[cH:7][cH:8]1)([F:19])[F:20]. Reactants: BrC1=CC=C(C=C1)C1=NS(C2=C1C=CC(=C2)OCCCBr)(=O)=O (3-(4-Bromo-phenyl)-6-(3-bromo-propoxy)-benzo[d]isothiazole 1,1-dioxide), N1CCC1 (azetidine). Yields the product N1(CCC1)CCCOC1=CC2=C(C(=NS2(=O)=O)C2=CC=C(C=C2)Br)C=C1 (6-(3-Azetidin-1-yl-propoxy)-3-(4-bromo-phenyl)-benzo[d]isothiazole 1,1-dioxide). As a reaction SMILES: [Br:1][C:2]1[CH:7]=[CH:6][C:5]([C:8]2[C:12]3[CH:13]=[CH:14][C:15]([O:17][CH2:18][CH2:19][CH2:20]Br)=[CH:16][C:11]=3[S:10](=[O:23])(=[O:22])[N:9]=2)=[CH:4][CH:3]=1.[NH:24]1[CH2:27][CH2:26][CH2:25]1>>[N:24]1([CH2:20][CH2:19][CH2:18][O:17][C:15]2[CH:14]=[CH:13][C:12]3[C:8]([C:5]4[CH:6]=[CH:7][C:2]([Br:1])=[CH:3][CH:4]=4)=[N:9][S:10](=[O:23])(=[O:22])[C:11]=3[CH:16]=2)[CH2:27][CH2:26][CH2:25]1. Reported procedure: According to the method in example 9, 3-(4-Bromo-phenyl)-6-(3-bromo-propoxy)-benzo[d]isothiazole 1,1-dioxide and azetidine were converted to yield 6-(3-Azetidin-1-yl-propoxy)-3-(4-bromo-phenyl)-benzo[d]isothiazole 1,1-dioxide as yellow solid, MS: 435 (MH+, 1Br). The reactants are FC(OC1=CC=C(C=C1)I)(F)F (4-trifluoromethoxy-iodobenzene), CC(C(C(C(C)(C)C)=O)=O)CCC (tetramethyl heptanedione), C([O-])([O-])=O.[Cs+].[Cs+] (cesium carbonate), BrC1=CC=C(C=C1)S (4-bromothiophenol). The reagents and catalysts are Cl[Cu] (CuCl). Run in hexanes, CN1C(CCC1)=O (N-Methyl-2-pyrrolidone), C(C)(=O)OCC (ethyl acetate). Reaction conditions: temperature 130 celsius, time 2 hour. The product is BrC1=CC=C(C=C1)SC1=CC=C(C=C1)OC(F)(F)F (1-bromo-4-(4-(trifluoromethoxy)phenyl-sulfanyl)benzene). Isolated yield 70.2%. Reaction SMILES: [Br:1][C:2]1[CH:7]=[CH:6][C:5]([SH:8])=[CH:4][CH:3]=1.[F:9][C:10]([F:20])([F:19])[O:11][C:12]1[CH:17]=[CH:16][C:15](I)=[CH:14][CH:13]=1.CC(CCC)C(=O)C(=O)C(C)(C)C.C(=O)([O-])[O-].[Cs+].[Cs+]>C(OCC)(=O)C.Cl[Cu].CN1CCCC1=O>[Br:1][C:2]1[CH:7]=[CH:6][C:5]([S:8][C:15]2[CH:14]=[CH:13][C:12]([O:11][C:10]([F:9])([F:19])[F:20])=[CH:17][CH:16]=2)=[CH:4][CH:3]=1 |f:3.4.5|. Procedure details: N-Methyl-2-pyrrolidone (10 mL) was added to 4-bromothiophenol (0.500 g, 2.64 mmol) in a sealed tube and the mixture was purged with argon for 5 minutes. After this time, 4-trifluoromethoxy-iodobenzene (0.73 g, 2.53 mmol), CuCl (0.131 g, 1.32 mmol), tetramethyl heptanedione (0.14 mL, 0.66 mmol) and cesium carbonate (1.70 g, 5.28 mmol) were added to the reaction mixture. The reaction mixture was stirred at 130° C. under argon for 2 hours. The reaction mixture was cooled to room temperature, dilute... The reactants are [BH4-], CC(=O)O, CCO, O=C1C2=C(CCCC2)C(=O)N1c1ccc(Cl)cc1F, [Na+]. The product is O=C1C2=C(CCCC2)C(O)N1c1ccc(Cl)cc1F. As a reaction SMILES: [BH4-:20].[CH3:22][C:23](=[O:24])[OH:25].[CH3:26][CH2:27][OH:28].[Cl:1][c:2]1[cH:3][c:4]([F:19])[c:5]([N:8]2[C:9](=[O:18])[C:10]3=[C:15]([CH2:14][CH2:13][CH2:12][CH2:11]3)[C:16]2=[O:17])[cH:6][cH:7]1.[Na+:21]>>[Cl:1][c:2]1[cH:3][c:4]([F:19])[c:5]([N:8]2[C:9](=[O:18])[C:10]3=[C:15]([CH2:14][CH2:13][CH2:12][CH2:11]3)[CH:16]2[OH:17])[cH:6][cH:7]1. Reactants: OB(O)c1ccc(Br)cc1, CC(Nc1nccc(-n2cnc3cc(I)ccc32)n1)c1ccccc1. Yields the product CC(Nc1nccc(-n2cnc3cc(-c4ccc(Br)cc4)ccc32)n1)c1ccccc1. As a reaction SMILES: [Br:26][c:27]1[cH:28][cH:29][c:30]([B:33]([OH:34])[OH:35])[cH:31][cH:32]1.[c:1]1([CH:7]([CH3:8])[NH:9][c:10]2[n:11][cH:12][cH:13][c:14](-[n:16]3[cH:17][n:18][c:19]4[c:20]3[cH:21][cH:22][c:23]([I:25])[cH:24]4)[n:15]2)[cH:2][cH:3][cH:4][cH:5][cH:6]1>>[c:1]1([CH:7]([CH3:8])[NH:9][c:10]2[n:11][cH:12][cH:13][c:14](-[n:16]3[cH:17][n:18][c:19]4[c:20]3[cH:21][cH:22][c:23](-[c:30]3[cH:29][cH:28][c:27]([Br:26])[cH:32][cH:31]3)[cH:24]4)[n:15]2)[cH:2][cH:3][cH:4][cH:5][cH:6]1.